The task is: describe an organic reaction: reactants, conditions, products, and yield. This data is from the Open Reaction Database (ORD), a public repository of structured organic reaction records. Conditions: temperature 120 celsius, time 1.5 hour. Reported procedure: 2-(2-Bromophenoxy)pyrimidin-5-amine (3.01 g, 11.3 mmol), 1-chloro-4-phenylphthalazine (2.72 g, 11.3 mmol), and butan-2-ol (56.6 ml, 11.3 mmol) were placed in a sealed tube. The reaction vessel was sealed and mixture heated to 120° C. After 1.5 h, LCMS showed mainly product as [M+H]+=470 and a small amount of bromo starting material. 200 mg of phthalazine was added. After another 3.5 h, the reaction was cooled to RT. Hexane was added to allow a yellow solids to precipitate. The yellow solids were... The solvent is CCCCCC (Hexane). The reactants are BrC1=C(OC2=NC=C(C=N2)N)C=CC=C1 (2-(2-Bromophenoxy)pyrimidin-5-amine), ClC1=NN=C(C2=CC=CC=C12)C1=CC=CC=C1 (1-chloro-4-phenylphthalazine), CC(CC)O (butan-2-ol), C1=NN=CC2=CC=CC=C12 (phthalazine). As a reaction SMILES: [Br:1][C:2]1[CH:15]=[CH:14][CH:13]=[CH:12][C:3]=1[O:4][C:5]1[N:10]=[CH:9][C:8]([NH2:11])=[CH:7][N:6]=1.Cl[C:17]1[C:26]2[C:21](=[CH:22][CH:23]=[CH:24][CH:25]=2)[C:20]([C:27]2[CH:32]=[CH:31][CH:30]=[CH:29][CH:28]=2)=[N:19][N:18]=1.CC(O)CC.C1C2C(=CC=CC=2)C=NN=1>CCCCCC>[Br:1][C:2]1[CH:15]=[CH:14][CH:13]=[CH:12][C:3]=1[O:4][C:5]1[N:6]=[CH:7][C:8]([NH:11][C:17]2[C:26]3[C:21](=[CH:22][CH:23]=[CH:24][CH:25]=3)[C:20]([C:27]3[CH:32]=[CH:31][CH:30]=[CH:29][CH:28]=3)=[N:19][N:18]=2)=[CH:9][N:10]=1. The product is BrC1=C(OC2=NC=C(C=N2)NC2=NN=C(C3=CC=CC=C23)C2=CC=CC=C2)C=CC=C1 (N-(2-(2-bromophenoxy)pyrimidin-5-yl)-4-phenylphthalazin-1-amine). The reactants are CCC(CC)c1cc(C)nc2c(-c3sc(Br)nc3Br)c(C)nn12, [Li]CCCC, C1CCOC1, [Cl-], CCCCI, N. The product is CCCCc1nc(Br)c(-c2c(C)nn3c(C(CC)CC)cc(C)nc23)s1. As a reaction SMILES: [Br:6][c:7]1[s:8][c:9](-[c:13]2[c:14]([CH3:28])[n:15][n:16]3[c:17]2[n:18][c:19]([CH3:27])[cH:20][c:21]3[CH:22]([CH2:23][CH3:24])[CH2:25][CH3:26])[c:10]([Br:12])[n:11]1.[CH2:1]([CH2:2][CH2:3][CH3:4])[Li:5].[CH2:36]1[O:37][CH2:38][CH2:39][CH2:40]1.[Cl-:34].[I:29][CH2:30][CH2:31][CH2:32][CH3:33].[NH3:35]>>[CH2:1]([CH2:2][CH2:3][CH3:4])[c:7]1[s:8][c:9](-[c:13]2[c:14]([CH3:28])[n:15][n:16]3[c:17]2[n:18][c:19]([CH3:27])[cH:20][c:21]3[CH:22]([CH2:23][CH3:24])[CH2:25][CH3:26])[c:10]([Br:12])[n:11]1. Starting materials: CCC1C(NC(=O)OC(C)(C)C)C(=O)N1OC, [Cl-], N, [NH4+], [Na]. Yields the product CCC1NC(=O)C1NC(=O)OC(C)(C)C. RXN SMILES: [C:1]([CH3:2])([CH3:3])([CH3:4])[O:5][C:6](=[O:7])[NH:8][CH:9]1[C:10](=[O:17])[N:11]([O:15][CH3:16])[CH:12]1[CH2:13][CH3:14].[Cl-:20].[NH3:18].[NH4+:21].[Na:19]>>[C:1]([CH3:2])([CH3:3])([CH3:4])[O:5][C:6](=[O:7])[NH:8][CH:9]1[C:10](=[O:17])[NH:11][CH:12]1[CH2:13][CH3:14]. Starting materials: CC(C)(C)OC(=O)c1cc(Br)cc(C2=NOC3(CCC3)C2)c1, O=C([O-])[O-], C1CCOC1, Cc1ccc(B(O)O)cc1, [Cs+], [Cs+], [Na+], O=C([O-])O, O. The product is Cc1ccc(-c2cc(C(=O)OC(C)(C)C)cc(C3=NOC4(CCC4)C3)c2)cc1. Reaction SMILES: [Br:1][c:2]1[cH:3][c:4]([C:5](=[O:6])[O:7][C:8]([CH3:9])([CH3:10])[CH3:11])[cH:12][c:13]([C:15]2=[N:16][O:17][C:18]3([CH2:19][CH2:20][CH2:21]3)[CH2:22]2)[cH:14]1.[C:33](=[O:34])([O-:35])[O-:36].[CH2:44]1[O:45][CH2:46][CH2:47][CH2:48]1.[CH3:23][c:24]1[cH:25][cH:26][c:27]([B:30]([OH:31])[OH:32])[cH:28][cH:29]1.[Cs+:37].[Cs+:38].[Na+:43].[O-:39][C:40]([OH:41])=[O:42].[OH2:49]>>[c:2]1(-[c:27]2[cH:26][cH:25][c:24]([CH3:23])[cH:29][cH:28]2)[cH:3][c:4]([C:5](=[O:6])[O:7][C:8]([CH3:9])([CH3:10])[CH3:11])[cH:12][c:13]([C:15]2=[N:16][O:17][C:18]3([CH2:19][CH2:20][CH2:21]3)[CH2:22]2)[cH:14]1. The reactants are CC(C)(C)OC(=O)NCCO, CCOC(=O)N=NC(=O)OCC, C1CCOC1, O=Cc1ccc(O)cc1, c1ccc(P(c2ccccc2)c2ccccc2)cc1. Yields the product CC(C)(C)OC(=O)NCCOc1ccc(C=O)cc1. As a reaction SMILES: [C:10]([CH3:11])([CH3:12])([CH3:13])[O:14][C:15](=[O:16])[NH:17][CH2:18][CH2:19][OH:20].[O:40]=[C:41]([O:42][CH2:43][CH3:44])[N:45]=[N:46][C:47]([O:48][CH2:49][CH3:50])=[O:51].[O:52]1[CH2:53][CH2:54][CH2:55][CH2:56]1.[OH:1][c:2]1[cH:3][cH:4][c:5]([CH:6]=[O:7])[cH:8][cH:9]1.[c:21]1([P:22]([c:23]2[cH:24][cH:25][cH:26][cH:27][cH:28]2)[c:29]2[cH:30][cH:31][cH:32][cH:33][cH:34]2)[cH:35][cH:36][cH:37][cH:38][cH:39]1>>[O:1]([c:2]1[cH:3][cH:4][c:5]([CH:6]=[O:7])[cH:8][cH:9]1)[CH2:19][CH2:18][NH:17][C:15]([O:14][C:10]([CH3:11])([CH3:12])[CH3:13])=[O:16].